From a dataset of the Open Reaction Database (ORD), a public repository of structured organic reaction records. describe an organic reaction: reactants, conditions, products, and yield The reactants are CCO, CCOC(=O)C(=NOC)C1(C)OCCO1, Cl, [Na+], [OH-]. Product: CON=C(C(=O)O)C1(C)OCCO1. As a reaction SMILES: [CH3:19][CH2:20][OH:21].[CH3:1][O:2][N:3]=[C:4]([C:5](=[O:6])[O:7][CH2:8][CH3:9])[C:10]1([CH3:11])[O:12][CH2:13][CH2:14][O:15]1.[ClH:18].[Na+:17].[OH-:16]>>[CH3:1][O:2][N:3]=[C:4]([C:5](=[O:6])[OH:7])[C:10]1([CH3:11])[O:12][CH2:13][CH2:14][O:15]1. As a reaction SMILES: [C:26](#[N:27])[CH2:28][CH3:29].[CH3:9][N:10]([C:11]([CH:12]=[CH2:13])=[O:14])[CH2:15][c:16]1[cH:17][n:18]([CH3:25])[c:19]2[n:20][cH:21][cH:22][cH:23][c:24]12.[NH2:1][c:2]1[n:3][cH:4][c:5]([Br:8])[cH:6][n:7]1.[O-:31][C:32]([CH3:33])=[O:34].[O-:35][C:36]([CH3:37])=[O:38].[Pd+2:30]>>[NH2:1][c:2]1[n:3][cH:4][c:5]([CH:13]=[CH:12][C:11]([N:10]([CH3:9])[CH2:15][c:16]2[cH:17][n:18]([CH3:25])[c:19]3[n:20][cH:21][cH:22][cH:23][c:24]23)=[O:14])[cH:6][n:7]1. The reactants are CCC#N, C=CC(=O)N(C)Cc1cn(C)c2ncccc12, Nc1ncc(Br)cn1, CC(=O)[O-], CC(=O)[O-], [Pd+2]. Yields the product CN(Cc1cn(C)c2ncccc12)C(=O)C=Cc1cnc(N)nc1. Reactants: Cc1ccccc1, O=[N+]([O-])c1ccc2snc(Cl)c2c1, Cl, [Fe], O. Yields the product Nc1ccc2snc(Cl)c2c1. Reaction SMILES: [CH3:16][c:17]1[cH:18][cH:19][cH:20][cH:21][cH:22]1.[Cl:1][c:2]1[n:3][s:4][c:5]2[c:6]1[cH:7][c:8]([N+:11]([O-:12])=[O:13])[cH:9][cH:10]2.[ClH:14].[Fe:23].[OH2:15]>>[Cl:1][c:2]1[n:3][s:4][c:5]2[c:6]1[cH:7][c:8]([NH2:11])[cH:9][cH:10]2. Starting materials: Cl.FC1=CC(=C(C=C1)C1CCN(CC1)C(=O)C1=NNC=2CNCCC21)C(F)(F)F ((4-(4-fluoro-2-(trifluoromethyl)phenyl)piperidin-1-yl)(4,5,6,7-tetrahydro-1H-pyrazolo[3,4-c]pyridin-3-yl)methanone hydrochloride), C(C)(C)N(CC)C(C)C (diisopropylethylamine), C(C)(=O)Cl (acetyl chloride). Solvent: CN(C)C=O (DMF). Conditions: time 16 hour. Yields the product FC1=CC(=C(C=C1)C1CCN(CC1)C(=O)C1=NNC=2CN(CCC21)C(C)=O)C(F)(F)F (1-(3-(4-(4-fluoro-2-(trifluoromethyl)phenyl)piperidine-1-carbonyl)-4,5-dihydro-1H-pyrazolo[3,4-c]pyridin-6(7H)-yl)ethanone). The yield is 30.4%. Reaction SMILES: Cl.[F:2][C:3]1[CH:8]=[CH:7][C:6]([CH:9]2[CH2:14][CH2:13][N:12]([C:15]([C:17]3[C:25]4[CH2:24][CH2:23][NH:22][CH2:21][C:20]=4[NH:19][N:18]=3)=[O:16])[CH2:11][CH2:10]2)=[C:5]([C:26]([F:29])([F:28])[F:27])[CH:4]=1.C(N(C(C)C)CC)(C)C.[C:39](Cl)(=[O:41])[CH3:40]>CN(C=O)C>[F:2][C:3]1[CH:8]=[CH:7][C:6]([CH:9]2[CH2:14][CH2:13][N:12]([C:15]([C:17]3[C:25]4[CH2:24][CH2:23][N:22]([C:39](=[O:41])[CH3:40])[CH2:21][C:20]=4[NH:19][N:18]=3)=[O:16])[CH2:11][CH2:10]2)=[C:5]([C:26]([F:29])([F:27])[F:28])[CH:4]=1 |f:0.1|. Procedure: To a solution of (4-(4-fluoro-2-(trifluoromethyl)phenyl)piperidin-1-yl)(4,5,6,7-tetrahydro-1H-pyrazolo[3,4-c]pyridin-3-yl)methanone hydrochloride (63 mg, 0.15 mmol) and diisopropylethylamine (70 L, 0.40 mmol) in DMF (3.0 mL) was added acetyl chloride (11 μL, 0.15 mmol). The mixture was stirred for 16 hour. The solvent was removed under reduced pressure and the residue was diluted with H2O (10 mL) and extracted with EtOAc (2×10 mL). The combined organic extracts were washed with saturated brine (... Reactants: CNC1=NC(=CC(=N1)NS(=O)(=O)C1=CC=CC=C1)Cl (N-(2-methylamino-6-chloro-pyrimidin-4-yl)-benzenesulfonamide), CN (methylamine). The solvent is C1CCOC1 (THF), [OH-].[Na+] (NaOH). Reaction conditions: temperature 130 celsius, time 3 hour. The product is CNC1=NC(=CC(=N1)NS(=O)(=O)C1=CC=CC=C1)NC (N-(2,6-bis-methylamino-pyrimidin-4-yl)-benzenesulfonamide). The yield is 36.0%. RXN SMILES: [CH3:1][NH:2][C:3]1[N:8]=[C:7]([NH:9][S:10]([C:13]2[CH:18]=[CH:17][CH:16]=[CH:15][CH:14]=2)(=[O:12])=[O:11])[CH:6]=[C:5](Cl)[N:4]=1.[CH3:20][NH2:21]>C1COCC1.[OH-].[Na+]>[CH3:1][NH:2][C:3]1[N:8]=[C:7]([NH:9][S:10]([C:13]2[CH:18]=[CH:17][CH:16]=[CH:15][CH:14]=2)(=[O:12])=[O:11])[CH:6]=[C:5]([NH:21][CH3:20])[N:4]=1 |f:3.4|. Reported procedure: 0.25 g (0.00084 mol) of N-(2-methylamino-6-chloro-pyrimidin-4-yl)-benzenesulfonamide was dissolved in 20 ml of 2M methylamine in THF and stirred in an autoclave at 130° C. for 3 hours. The mixture was freed from solvent, the residue was dissolved in 25 ml of 2N NaOH, filtered and the pH value of the filtrate was adjusted to 6 with 1N HCl. The precipitate was filtered off under suction, dried and chromatographed on silica gel with dichloromethane/methanol 95:5. There was obtained 0.09 g (36%) of ... Reactants: OC[C@@H]1CC[C@H](CC1)CN(S(=O)(=O)C1=CC=C(C=C1)C(F)(F)F)C (trans-N-(4-hydroxymethyl-cyclohexylmethyl)-N-methyl-4-trifluoromethyl-benzenesulfonamide), CS(=O)(=O)Cl (methanesulfonyl chloride). Yields the product CN(S(=O)(=O)C1=CC=C(C=C1)C(F)(F)F)C[C@@H]1CC[C@H](CC1)COS(=O)(=O)C (trans-methanesulfonic acid 4-{[methyl-(4-trifluoromethyl-benzenesulfonyl)-amino]-methyl}-cyclohexylmethyl ester). Reaction SMILES: [OH:1][CH2:2][C@H:3]1[CH2:8][CH2:7][C@H:6]([CH2:9][N:10]([CH3:24])[S:11]([C:14]2[CH:19]=[CH:18][C:17]([C:20]([F:23])([F:22])[F:21])=[CH:16][CH:15]=2)(=[O:13])=[O:12])[CH2:5][CH2:4]1.[CH3:25][S:26](Cl)(=[O:28])=[O:27]>>[CH3:24][N:10]([CH2:9][C@H:6]1[CH2:7][CH2:8][C@H:3]([CH2:2][O:1][S:26]([CH3:25])(=[O:28])=[O:27])[CH2:4][CH2:5]1)[S:11]([C:14]1[CH:19]=[CH:18][C:17]([C:20]([F:23])([F:21])[F:22])=[CH:16][CH:15]=1)(=[O:13])=[O:12]. Procedure details: In analogy to the procedure described in example 3.4, trans-N-(4-hydroxymethyl-cyclohexylmethyl)-N-methyl-4-trifluoromethyl-benzenesulfonamide is treated with methanesulfonyl chloride to yield trans-methanesulfonic acid 4-{[methyl-(4-trifluoromethyl-benzenesulfonyl)-amino]-methyl}-cyclohexylmethyl ester as colorless solid, MS: 443 (M+). Reactants: C(C)(C)(C)C1=C(C(=CC(=C1)S)C(C)(C)C)O (2,6-di-tert-butyl-4-mercaptophenol), C(\C=C/C(=O)OCCCCCCCCCCCC)(=O)OCCCCCCCCCCCC (di-n-dodecyl maleate). The solvent is C(C)N(CC)CC (triethylamine). The product is C(C)(C)(C)C=1C=C(C=C(C1O)C(C)(C)C)SC(C(=O)OCCCCCCCCCCCC)CC(=O)OCCCCCCCCCCCC (Di-n-dodecyl 2-(3,5-di-tert-butyl-4-hydroxyphenylthio)succinate). RXN SMILES: [C:1]([C:5]1[CH:10]=[C:9]([SH:11])[CH:8]=[C:7]([C:12]([CH3:15])([CH3:14])[CH3:13])[C:6]=1[OH:16])([CH3:4])([CH3:3])[CH3:2].[C:17]([O:36][CH2:37][CH2:38][CH2:39][CH2:40][CH2:41][CH2:42][CH2:43][CH2:44][CH2:45][CH2:46][CH2:47][CH3:48])(=[O:35])/[CH:18]=[CH:19]\[C:20]([O:22][CH2:23][CH2:24][CH2:25][CH2:26][CH2:27][CH2:28][CH2:29][CH2:30][CH2:31][CH2:32][CH2:33][CH3:34])=[O:21]>C(N(CC)CC)C>[C:1]([C:5]1[CH:10]=[C:9]([S:11][CH:18]([CH2:19][C:20]([O:22][CH2:23][CH2:24][CH2:25][CH2:26][CH2:27][CH2:28][CH2:29][CH2:30][CH2:31][CH2:32][CH2:33][CH3:34])=[O:21])[C:17]([O:36][CH2:37][CH2:38][CH2:39][CH2:40][CH2:41][CH2:42][CH2:43][CH2:44][CH2:45][CH2:46][CH2:47][CH3:48])=[O:35])[CH:8]=[C:7]([C:12]([CH3:15])([CH3:14])[CH3:13])[C:6]=1[OH:16])([CH3:4])([CH3:3])[CH3:2]. Procedure: The procedure of Example 1 is repeated using 7.15 grams of 2,6-di-tert-butyl-4-mercaptophenol, 13.58 grams of di-n-dodecyl maleate, and 0.3 gram of triethylamine. The product is purified by dry column chromatography to give a clear liquid. Starting materials: C[O-], CO, CC(C)OC(C)C, COc1ccc2nccc(-n3cc(C(=O)Cl)c4ccccc43)c2c1, ClCCl, Cl, Cl, N=C(N)N, [Na+], C1CCOC1. As a reaction SMILES: [CH3:1][O-:2].[CH3:39][OH:40].[CH:44]([O:45][CH:46]([CH3:47])[CH3:48])([CH3:49])[CH3:50].[Cl:15][C:16](=[O:17])[c:18]1[cH:19][n:20](-[c:27]2[cH:28][cH:29][n:30][c:31]3[cH:32][cH:33][c:34]([O:37][CH3:38])[cH:35][c:36]23)[c:21]2[cH:22][cH:23][cH:24][cH:25][c:26]12.[Cl:41][CH2:42][Cl:43].[ClH:14].[ClH:4].[NH2:5][C:6](=[NH:7])[NH2:8].[Na+:3].[O:9]1[CH2:10][CH2:11][CH2:12][CH2:13]1>>[ClH:15].[NH:5]=[C:6]([NH:7][C:16](=[O:17])[c:18]1[cH:19][n:20](-[c:27]2[cH:28][cH:29][n:30][c:31]3[cH:32][cH:33][c:34]([O:37][CH3:38])[cH:35][c:36]23)[c:21]2[cH:22][cH:23][cH:24][cH:25][c:26]12)[NH2:8]. The product is Cl, COc1ccc2nccc(-n3cc(C(=O)NC(=N)N)c4ccccc43)c2c1.